describe an organic reaction: reactants, conditions, products, and yield From a dataset of the Open Reaction Database (ORD), a public repository of structured organic reaction records. The reactants are NC1=CC=C(C=C1)C(C(=O)O)C (2-(4-Amino-phenyl)-propionic acid), FeSO4, S(O)(O)(=O)=O (sulfuric acid), OCC(O)CO (glycerol). Run at time 5 hour. Yields the product N1=CC=CC2=CC(=CC=C12)C(C(=O)O)C (2-Quinolin-6-yl-propionic acid). Reaction SMILES: [NH2:1][C:2]1[CH:7]=[CH:6][C:5]([CH:8]([CH3:12])[C:9]([OH:11])=[O:10])=[CH:4][CH:3]=1.S(=O)(=O)(O)O.O[CH2:19][CH:20]([CH2:22]O)O>>[N:1]1[C:2]2[C:3](=[CH:4][C:5]([CH:8]([CH3:12])[C:9]([OH:11])=[O:10])=[CH:6][CH:7]=2)[CH:22]=[CH:20][CH:19]=1. Procedure: The mixture of 2-(4-Amino-phenyl)-propionic acid (1.70 g), FeSO4 7H2O (0.30 g), glycerol (4.04 g) and sulfuric acid (2 mL) was refluxed with stirring for 5 h. After cooled to room temperature, the reaction mixture was concentrated under reduced vacuum. The aqueous solution was treated with 12N—NaOH solution. The precipitated solid was filtered and the filtrate was acidified with AcOH. The resulting mixture was extracted and the combined organic layer was dried over magnesium sulfate, filtered, c... The reactants are CC(C)n1ncnc1-c1cn2c(n1)-c1ccc(B3OCC(C)(C)CO3)cc1OCC2, [Cl-], Cl, NO, [NH4+], [Na+], [OH-]. Product: CC(C)n1ncnc1-c1cn2c(n1)-c1ccc(O)cc1OCC2. As a reaction SMILES: [CH3:1][C:2]1([CH3:3])[CH2:4][O:5][B:6]([c:8]2[cH:9][c:10]3[c:11]([cH:28][cH:29]2)-[c:12]2[n:13][c:14](-[c:20]4[n:21]([CH:25]([CH3:26])[CH3:27])[n:22][cH:23][n:24]4)[cH:15][n:16]2[CH2:17][CH2:18][O:19]3)[O:7][CH2:30]1.[Cl-:36].[ClH:31].[NH2:32][OH:33].[NH4+:37].[Na+:35].[OH-:34]>>[c:8]1([OH:33])[cH:9][c:10]2[c:11]([cH:28][cH:29]1)-[c:12]1[n:13][c:14](-[c:20]3[n:21]([CH:25]([CH3:26])[CH3:27])[n:22][cH:23][n:24]3)[cH:15][n:16]1[CH2:17][CH2:18][O:19]2. Reactants: C=O, CN(C)C(=O)N(C)C, Cc1ccccc1, Nc1ccccc1, O=[N+]([O-])c1ccccc1. Yields the product O=C(Nc1ccccc1)Nc1ccccc1. RXN SMILES: [C:25]=[O:26].[CH3:17][N:18]([C:19](=[O:20])[N:22]([CH3:23])[CH3:24])[CH3:21].[CH3:27][c:28]1[cH:29][cH:30][cH:31][cH:32][cH:33]1.[NH2:10][c:11]1[cH:12][cH:13][cH:14][cH:15][cH:16]1.[O-:1][N+:2](=[O:3])[c:4]1[cH:5][cH:6][cH:7][cH:8][cH:9]1>>[NH:2]([c:4]1[cH:5][cH:6][cH:7][cH:8][cH:9]1)[C:19]([NH:10][c:11]1[cH:12][cH:13][cH:14][cH:15][cH:16]1)=[O:20]. Starting materials: NC1(CC1)C1=CC=C(C(=O)OC)C=C1 (methyl 4-(1-aminocyclopropyl)benzoate), ClCCCS(=O)(=O)Cl (3-chloropropane-1-sulfonyl chloride). Yields the product O=S1(N(CCC1)C1(CC1)C1=CC=C(C(=O)O)C=C1)=O (4-[1-(1,1-dioxo-1λ6-isothiazolidin-2-yl)cyclopropyl]benzoic acid). As a reaction SMILES: [NH2:1][C:2]1([C:5]2[CH:14]=[CH:13][C:8]([C:9]([O:11]C)=[O:10])=[CH:7][CH:6]=2)[CH2:4][CH2:3]1.Cl[CH2:16][CH2:17][CH2:18][S:19](Cl)(=[O:21])=[O:20]>>[O:20]=[S:19]1(=[O:21])[CH2:18][CH2:17][CH2:16][N:1]1[C:2]1([C:5]2[CH:14]=[CH:13][C:8]([C:9]([OH:11])=[O:10])=[CH:7][CH:6]=2)[CH2:4][CH2:3]1. Procedure details: Using methyl 4-(1-aminocyclopropyl)benzoate (532 mg) and 3-chloropropane-1-sulfonyl chloride (0.44 mL) and by the reaction and treatment in the same manner as in Preparation Example 16, the title compound (559 mg) was obtained. Reactants: CCOC(=O)CBr, O=c1ccc2cc(Br)ccc2[nH]1. Product: CCOC(=O)Cn1c(=O)ccc2cc(Br)ccc21. As a reaction SMILES: [Br:13][CH2:14][C:15](=[O:16])[O:17][CH2:18][CH3:19].[Br:1][c:2]1[cH:3][c:4]2[cH:5][cH:6][c:7](=[O:12])[nH:8][c:9]2[cH:10][cH:11]1>>[Br:1][c:2]1[cH:3][c:4]2[cH:5][cH:6][c:7](=[O:12])[n:8]([CH2:14][C:15](=[O:16])[O:17][CH2:18][CH3:19])[c:9]2[cH:10][cH:11]1. Starting materials: CC1(C(NC2=CC=CC(=C12)O)=O)C (2,3-dihydro-3,3-dimethyl-4-hydroxy-1H-indol-2-one), C(C=C)I (allyl iodide), C([O-])([O-])=O.[K+].[K+] (potassium carbonate). Run in CN(C=O)C (N,N-dimethylformamide). Run at temperature 70 celsius, time 1 hour. Product: colorless prisms, C(C=C)OC1=C2C(C(NC2=CC=C1)=O)(C)C (4-Allyloxy-2,3-dihydro-3,3-dimethyl-1H-indol-2-one). The yield is 70.2%. Reaction SMILES: [CH3:1][C:2]1([CH3:13])[C:10]2[C:5](=[CH:6][CH:7]=[CH:8][C:9]=2[OH:11])[NH:4][C:3]1=[O:12].[CH2:14](I)[CH:15]=[CH2:16].C(=O)([O-])[O-].[K+].[K+]>CN(C)C=O>[CH2:16]([O:11][C:9]1[CH:8]=[CH:7][CH:6]=[C:5]2[C:10]=1[C:2]([CH3:13])([CH3:1])[C:3](=[O:12])[NH:4]2)[CH:15]=[CH2:14] |f:2.3.4|. Procedure details: 1.01 g (5.71 mmol) of 2,3-dihydro-3,3-dimethyl-4-hydroxy-1H-indol-2-one, 1.92 g (5.99 mmol) of allyl iodide, and 1.57 g (11.4 mmol) of potassium carbonate were added to 8.73 ml of N,N-dimethylformamide, and the mixture was stirred for one hour over a water bath at 70° C. After the reaction, the solvent was evaporated and chloroform was added to the residue. The residue was then washed with water, 2N aqueous solution of sodium hydroxide, and brine, dried over anhydrous sodium sulfate, and concent...